From a dataset of the Open Reaction Database (ORD), a public repository of structured organic reaction records. describe an organic reaction: reactants, conditions, products, and yield Reactants: BrB(Br)Br, COc1ccc(-c2ccnc(Cl)n2)cc1, ClCCl. As a reaction SMILES: [B:16]([Br:17])([Br:18])[Br:19].[Cl:1][c:2]1[n:3][cH:4][cH:5][c:6](-[c:8]2[cH:9][cH:10][c:11]([O:14][CH3:15])[cH:12][cH:13]2)[n:7]1.[Cl:20][CH2:21][Cl:22]>>[Cl:1][c:2]1[n:3][cH:4][cH:5][c:6](-[c:8]2[cH:9][cH:10][c:11]([OH:14])[cH:12][cH:13]2)[n:7]1. Product: Oc1ccc(-c2ccnc(Cl)n2)cc1. The reactants are CSC=1SC(=C(N1)N)C#N (2-methylmercapto-4-amino-5-cyanothiazole), N1CCCC1 (pyrrolidine). Solvent: CS(=O)C (dimethylsulfoxide). Conditions: temperature 60 celsius. The product is N1(CCCC1)C=1SC(=C(N1)N)C#N (2-pyrrolidino-4-amino-5-cyano-thiazole). Isolated yield 91.0%. As a reaction SMILES: CS[C:3]1[S:4][C:5]([C:9]#[N:10])=[C:6]([NH2:8])[N:7]=1.[NH:11]1[CH2:15][CH2:14][CH2:13][CH2:12]1>CS(C)=O>[N:11]1([C:3]2[S:4][C:5]([C:9]#[N:10])=[C:6]([NH2:8])[N:7]=2)[CH2:15][CH2:14][CH2:13][CH2:12]1. Procedure: 40 parts of 2-methylmercapto-4-amino-5-cyanothiazole are dissolved in 200 parts of dimethylsulfoxide and 45 parts of pyrrolidine are added. The mixture is heated for 6 hours at 60° C. and the product is filtered off. 41.5 parts of 2-pyrrolidino-4-amino-5-cyano-thiazole (91% of theory) of melting point 305°-308° C. are obtained. Reactants: [Br-].CC=1C=C2C=CC=[N+](C2=CC1)CC(=O)C1=CC=CC=C1 (6-methyl-1-phenacyl-quinolinium bromide), [Cr](=O)(=O)([O-])O[Cr](=O)(=O)[O-] (dichromate), C([O-])(O)=O.[Na+] (sodium bicarbonate), C(C=C)#N (acrylonitrile). The solvent is CN(C=O)C (N,N-dimethylformamide). Product: C(C1=CC=CC=C1)(=O)C1=CC(=C2N1C1=CC=C(C=C1C=C2)C)C#N (1-Benzoyl-3-cyano-7-methyl-pyrrolo[1,2-a]quinoline). As a reaction SMILES: [Br-].[CH3:2][C:3]1[CH:4]=[C:5]2[C:10](=[CH:11][CH:12]=1)[N+:9]([CH2:13][C:14]([C:16]1[CH:21]=[CH:20][CH:19]=[CH:18][CH:17]=1)=[O:15])=[CH:8][CH:7]=[CH:6]2.[Cr](O[Cr]([O-])(=O)=O)([O-])(=O)=O.C(=O)(O)[O-].[Na+].[C:36](#[N:39])[CH:37]=[CH2:38]>CN(C)C=O>[C:14]([C:13]1[N:9]2[C:10]3[C:5]([CH:6]=[CH:7][C:8]2=[C:37]([C:36]#[N:39])[CH:38]=1)=[CH:4][C:3]([CH3:2])=[CH:12][CH:11]=3)(=[O:15])[C:16]1[CH:21]=[CH:20][CH:19]=[CH:18][CH:17]=1 |f:0.1,3.4|. Reported procedure: The title compound was prepared from 6-methyl-1-phenacyl-quinolinium bromide (103 mg, 0.300 mmol), tetrapyridinecobalt(II) dichromate (193 mg, 0.317 mmol), sodium bicarbonate (63.4 mg, 0.755 mmol), acrylonitrile (100 μL, 1.52 mmol), and N,N-dimethylformamide (2.0 mL), similar to Example 1b, and yielded 40.2 mg (43%) as a yellow solid. 1H NMR (CDCl3): 8.06 (m, 2H), 7.98 (d, J=8.76 Hz, 1H), 7.62–7.71 (m, 4H), 7.57 (t, J=7.56 Hz, 2H), 7.42 (m, 2H), 2.51 (s, 3H).